This data is from the Open Reaction Database (ORD), a public repository of structured organic reaction records. The task is: describe an organic reaction: reactants, conditions, products, and yield Reactants: O (water), C(C)OC(CNCC1=C(C2=C(C=C1)OCO2)OC)OCC (N-(2-methoxy-3,4-methylenedioxybenzyl)aminoacetaldehyde diethylacetal), C1(=CC=C(C=C1)S(=O)(=O)Cl)C (p-toluenesulfonyl chloride). Run in C(C)N(CC)CC (triethylamine), C(Cl)Cl (methylene chloride), C(Cl)Cl (methylene chloride). Run at time 30 minute. Product: C(C)OC(CN(S(=O)(=O)C1=CC=C(C=C1)C)CC1=C(C2=C(C=C1)OCO2)OC)OCC (N-(2-methoxy-3,4-methylenedioxybenzyl)-N-(p-toluenesulfonyl)aminoacetaldehyde diethylacetal). Isolated yield 100.0%. As a reaction SMILES: [CH2:1]([O:3][CH:4]([O:19][CH2:20][CH3:21])[CH2:5][NH:6][CH2:7][C:8]1[CH:13]=[CH:12][C:11]2[O:14][CH2:15][O:16][C:10]=2[C:9]=1[O:17][CH3:18])[CH3:2].[C:22]1([CH3:32])[CH:27]=[CH:26][C:25]([S:28](Cl)(=[O:30])=[O:29])=[CH:24][CH:23]=1.O>C(N(CC)CC)C.C(Cl)Cl>[CH2:20]([O:19][CH:4]([O:3][CH2:1][CH3:2])[CH2:5][N:6]([CH2:7][C:8]1[CH:13]=[CH:12][C:11]2[O:14][CH2:15][O:16][C:10]=2[C:9]=1[O:17][CH3:18])[S:28]([C:25]1[CH:26]=[CH:27][C:22]([CH3:32])=[CH:23][CH:24]=1)(=[O:30])=[O:29])[CH3:21]. Procedure details: N-(2-methoxy-3,4-methylenedioxybenzyl)aminoacetaldehyde diethylacetal (2) in an amount of 59.46 g (0.2 mol) and triethylamine in an amount of 28.45 ml (0.204 mol) were dissolved in 100 ml of methylene chloride, to which 38.88 g (0.204 mol) of p-toluenesulfonyl chloride in 80 ml of methylene chloride was added dropwise at 15°-30° C. over 25 minutes After stirring the mixture at room temperature for 30 minutes, 150 ml of water was added and the reaction mixture was stirred. The methylene chloride ... The reactants are FC1=CC=C(C(=O)C2CCN(CC2)CCN2C(NC3=CC=CC=C3C2=O)=O)C=C1 (3-[2-[4-(4-fluorobenzoyl)-1-piperidinyl]ethyl]-2,4-(1H,3H)-quinazolinedione), CO (methanol), [BH4-].[Na+] (sodium borohydride). The solvent is O (Water). Reaction conditions: time 8 hour. Yields the product FC1=CC=C(C=C1)C(C1CCN(CC1)CCN1C(NC2=CC=CC=C2C1=O)=O)O (3-[2-[4-[(4-fluorophenyl)hydroxymethyl]-1-piperidinyl]ethyl]-2,4(1H,3H)-quinazolinedione). As a reaction SMILES: [F:1][C:2]1[CH:29]=[CH:28][C:5]([C:6]([CH:8]2[CH2:13][CH2:12][N:11]([CH2:14][CH2:15][N:16]3[C:25](=[O:26])[C:24]4[C:19](=[CH:20][CH:21]=[CH:22][CH:23]=4)[NH:18][C:17]3=[O:27])[CH2:10][CH2:9]2)=[O:7])=[CH:4][CH:3]=1.CO.[BH4-].[Na+]>O>[F:1][C:2]1[CH:29]=[CH:28][C:5]([CH:6]([OH:7])[CH:8]2[CH2:9][CH2:10][N:11]([CH2:14][CH2:15][N:16]3[C:25](=[O:26])[C:24]4[C:19](=[CH:20][CH:21]=[CH:22][CH:23]=4)[NH:18][C:17]3=[O:27])[CH2:12][CH2:13]2)=[CH:4][CH:3]=1 |f:2.3|. Procedure details: To a stirred mixture of 2.6 parts of 3-[2-[4-(4-fluorobenzoyl)-1-piperidinyl]ethyl]-2,4-(1H,3H)-quinazolinedione and 120 parts of methanol are added portionwise 2 parts of sodium borohydride. Upon completion, stirring is continued overnight at room temperature. Water is added and the whole is evaporated. The residue is stirred in water. The solid product is filtered off and crystallized from 2-propanone, yielding 1.2 parts of 3-[2-[4-[(4-fluorophenyl)hydroxymethyl]-1-piperidinyl]ethyl]-2,4(1H,3H... Reactants: N[C@@H](CCN1CCC(CC1)C=1C=C(C=CC1)NC(C(C)C)=O)C1=CC=CC=C1 (N-(3-{1-[(3S)-3-amino-3-phenylpropyl]-4-piperidinyl}phenyl)-2-methylpropanamide), ClC=1C=C(C(=O)Cl)C=CC1 (3-chlorobenzoyl chloride). Procedure: Prepared by Procedure Q1 and Scheme AC using N-(3-{1-[(3S)-3-amino-3-phenylpropyl]-4-piperidinyl}phenyl)-2-methylpropanamide and 3-chlorobenzoyl chloride: ESMS m/e: 518.3 (M+H)+. The product is ClC=1C=C(C(=O)N[C@@H](CCN2CCC(CC2)C2=CC(=CC=C2)NC(C(C)C)=O)C2=CC=CC=C2)C=CC1 (3-CHLORO-N-((1S)-3-{4-[3-(ISOBUTYRYLAMINO)PHENYL]-1-PIPERIDINYL}-1-PHENYLPROPYL)BENZAMIDE). As a reaction SMILES: [NH2:1][C@H:2]([C:23]1[CH:28]=[CH:27][CH:26]=[CH:25][CH:24]=1)[CH2:3][CH2:4][N:5]1[CH2:10][CH2:9][CH:8]([C:11]2[CH:12]=[C:13]([NH:17][C:18](=[O:22])[CH:19]([CH3:21])[CH3:20])[CH:14]=[CH:15][CH:16]=2)[CH2:7][CH2:6]1.[Cl:29][C:30]1[CH:31]=[C:32]([CH:36]=[CH:37][CH:38]=1)[C:33](Cl)=[O:34]>>[Cl:29][C:30]1[CH:31]=[C:32]([CH:36]=[CH:37][CH:38]=1)[C:33]([NH:1][C@H:2]([C:23]1[CH:24]=[CH:25][CH:26]=[CH:27][CH:28]=1)[CH2:3][CH2:4][N:5]1[CH2:10][CH2:9][CH:8]([C:11]2[CH:16]=[CH:15][CH:14]=[C:13]([NH:17][C:18](=[O:22])[CH:19]([CH3:21])[CH3:20])[CH:12]=2)[CH2:7][CH2:6]1)=[O:34]. Starting materials: COC=Cc1ccc(OCc2ccccc2)c(OC)c1, CCO, Cl, NNc1ccncc1, Cc1ccc(S(=O)(=O)O)cc1. Yields the product COc1cc(CC=NNc2ccncc2)ccc1OCc1ccccc1, Cl. RXN SMILES: [CH2:1]([c:2]1[cH:3][cH:4][cH:5][cH:6][cH:7]1)[O:8][c:9]1[c:10]([O:19][CH3:20])[cH:11][c:12]([CH:15]=[CH:16][O:17][CH3:18])[cH:13][cH:14]1.[CH3:41][CH2:42][OH:43].[ClH:21].[NH:22]([NH2:23])[c:24]1[cH:25][cH:26][n:27][cH:28][cH:29]1.[c:30]1([CH3:31])[cH:32][cH:33][c:34]([S:35]([OH:36])(=[O:37])=[O:38])[cH:39][cH:40]1>>[CH2:1]([c:2]1[cH:3][cH:4][cH:5][cH:6][cH:7]1)[O:8][c:9]1[c:10]([O:19][CH3:20])[cH:11][c:12]([CH2:15][CH:16]=[N:23][NH:22][c:24]2[cH:25][cH:26][n:27][cH:28][cH:29]2)[cH:13][cH:14]1.[ClH:21]. Procedure: A solution of hydroxylamine in methanol (680 mL) as in Example 27 was used (pH 11.8). Conc. H2SO4 was slowly added to adjust the pH to 8.0 and the thin white precipitat formed was filtered off and the clear filtrate placed in a 1 liter Erlenmeyer flask. A magnetic stirring bar was introduced and the flask was placed in an ice-water bath. Oxalic acid (45 g; 0.5 mol) dissolved in methanol (100 mL) was slowly added with cooling and stirring. A thick white slurry was produced and this was filtered a... The solvent is CO (methanol), CO (methanol). The product is C(C(=O)[O-])(=O)[O-].O[NH3+].O[NH3+] (hydroxylammonium oxalate). Yield: 94.6%. Starting materials: NO (hydroxylamine), OS(=O)(=O)O (H2SO4), C(C(=O)O)(=O)O (Oxalic acid). As a reaction SMILES: [NH2:1][OH:2].OS(O)(=O)=O.[C:8]([OH:13])(=[O:12])[C:9]([OH:11])=[O:10]>CO>[C:8]([O-:13])(=[O:12])[C:9]([O-:11])=[O:10].[OH:2][NH3+:1].[OH:2][NH3+:1] |f:4.5.6|.